This data is from the Open Reaction Database (ORD), a public repository of structured organic reaction records. The task is: describe an organic reaction: reactants, conditions, products, and yield The reactants are NC(=O)c1cncc(Br)c1, CC(C)(C)OC(=O)N1CCC2(CC1)CC(=O)c1cc(B3OC(C)(C)C(C)(C)O3)ccc1O2, O=C([O-])[O-], ClC(Cl)Cl, [Na+], [Na+], C1COCCO1, O, c1ccc(P(c2ccccc2)(c2ccccc2)[Pd](P(c2ccccc2)(c2ccccc2)c2ccccc2)(P(c2ccccc2)(c2ccccc2)c2ccccc2)P(c2ccccc2)(c2ccccc2)c2ccccc2)cc1. Product: CC(C)(C)OC(=O)N1CCC2(CC1)CC(=O)c1cc(-c3cncc(C(N)=O)c3)ccc1O2. Reaction SMILES: [Br:33][c:34]1[cH:35][n:36][cH:37][c:38]([C:39](=[O:40])[NH2:41])[cH:42]1.[C:1]([CH3:2])([CH3:3])([CH3:4])[O:5][C:6](=[O:7])[N:8]1[CH2:9][CH2:10][C:11]2([O:12][c:13]3[cH:14][cH:15][c:16]([B:22]4[O:23][C:24]([CH3:25])([CH3:26])[C:27]([CH3:28])([CH3:29])[O:30]4)[cH:17][c:18]3[C:19](=[O:21])[CH2:20]2)[CH2:31][CH2:32]1.[C:43](=[O:44])([O-:45])[O-:46].[Cl:55][CH:56]([Cl:57])[Cl:58].[Na+:47].[Na+:48].[O:49]1[CH2:50][CH2:51][O:52][CH2:53][CH2:54]1.[OH2:59].[cH:60]1[cH:61][cH:62][c:63]([P:64]([Pd:65]([P:66]([c:67]2[cH:68][cH:69][cH:70][cH:71][cH:72]2)([c:73]2[cH:74][cH:75][cH:76][cH:77][cH:78]2)[c:79]2[cH:80][cH:81][cH:82][cH:83][cH:84]2)([P:85]([c:86]2[cH:87][cH:88][cH:89][cH:90][cH:91]2)([c:92]2[cH:93][cH:94][cH:95][cH:96][cH:97]2)[c:98]2[cH:99][cH:100][cH:101][cH:102][cH:103]2)[P:104]([c:105]2[cH:106][cH:107][cH:108][cH:109][cH:110]2)([c:111]2[cH:112][cH:113][cH:114][cH:115][cH:116]2)[c:117]2[cH:118][cH:119][cH:120][cH:121][cH:122]2)([c:123]2[cH:124][cH:125][cH:126][cH:127][cH:128]2)[c:129]2[cH:130][cH:131][cH:132][cH:133][cH:134]2)[cH:135][cH:136]1>>[C:1]([CH3:2])([CH3:3])([CH3:4])[O:5][C:6](=[O:7])[N:8]1[CH2:9][CH2:10][C:11]2([O:12][c:13]3[cH:14][cH:15][c:16](-[c:34]4[cH:35][n:36][cH:37][c:38]([C:39](=[O:40])[NH2:41])[cH:42]4)[cH:17][c:18]3[C:19](=[O:21])[CH2:20]2)[CH2:31][CH2:32]1.